This data is from the Open Reaction Database (ORD), a public repository of structured organic reaction records. The task is: describe an organic reaction: reactants, conditions, products, and yield Reactants: CC(=O)O, Cl, CCOC(=O)CC1(O)Cc2ccc(OC)cc2Cc2ccccc21. Product: CCOC(=O)CC1Cc2ccc(OC)cc2Cc2ccccc21. Reaction SMILES: [CH3:26][C:27](=[O:28])[OH:29].[ClH:25].[OH:1][C:2]1([CH2:19][C:20](=[O:21])[O:22][CH2:23][CH3:24])[CH2:3][c:4]2[c:5]([cH:13][c:14]([O:17][CH3:18])[cH:15][cH:16]2)[CH2:6][c:7]2[c:8]1[cH:9][cH:10][cH:11][cH:12]2>>[CH:2]1([CH2:19][C:20](=[O:21])[O:22][CH2:23][CH3:24])[CH2:3][c:4]2[c:5]([cH:13][c:14]([O:17][CH3:18])[cH:15][cH:16]2)[CH2:6][c:7]2[c:8]1[cH:9][cH:10][cH:11][cH:12]2. The reactants are C(C1=CC=CC=C1)N1CC(CCC1)(C1=CC(=CC=C1)C(F)(F)F)O (N-benzyl-3-hydroxy-3-(m-trifluoromethylphenyl)piperidine), [OH-].[Na+] (sodium hydroxide), C(C)(=O)OC(C)=O (acetic anhydride), S(O)(O)(=O)=O (sulfuric acid), Cl (hydrogen chloride). Run in C(C)(=O)OCC (ethyl acetate), C(C)O (ethanol). Reaction conditions: time 15 minute. Yields the product Cl.C(C1=CC=CC=C1)N1CC(CCC1)(C1=CC(=CC=C1)C(F)(F)F)OC(C)=O (N-Benzyl-3-acetoxy-3-(m-trifluoromethylphenyl)-piperidine hydrochloride). RXN SMILES: [CH2:1]([N:8]1[CH2:13][CH2:12][CH2:11][C:10]([OH:24])([C:14]2[CH:19]=[CH:18][CH:17]=[C:16]([C:20]([F:23])([F:22])[F:21])[CH:15]=2)[CH2:9]1)[C:2]1[CH:7]=[CH:6][CH:5]=[CH:4][CH:3]=1.[C:25](OC(=O)C)(=[O:27])[CH3:26].S(=O)(=O)(O)O.[OH-].[Na+].[ClH:39]>C(O)C.C(OCC)(=O)C>[ClH:39].[CH2:1]([N:8]1[CH2:13][CH2:12][CH2:11][C:10]([O:24][C:25](=[O:27])[CH3:26])([C:14]2[CH:19]=[CH:18][CH:17]=[C:16]([C:20]([F:23])([F:21])[F:22])[CH:15]=2)[CH2:9]1)[C:2]1[CH:7]=[CH:6][CH:5]=[CH:4][CH:3]=1 |f:3.4,8.9|. Reported procedure: A mixture of 37 g. of N-benzyl-3-hydroxy-3-(m-trifluoromethylphenyl)piperidine, 220 ml. of acetic anhydride and 0.3 ml. of concentrated sulfuric acid is heated to 110° C. for one hour. After cooling it is poured onto ice-water, the resulting mixture agitated for 15 minutes and made alkaline by addition of sodium hydroxide solution. The mixture is extracted with ethyl acetate, the extracts washed with brine, dried (MgSO4) and evaporated to dryness to obtain 39 g. of the free base. This is dissolv... The reactants are C(C)(C)C1=NC2=C(N1C)C=C(C=C2)C(F)(F)F (2-isopropyl-1-methyl-6-trifluoromethylbenzimidazole), C1(CC1)C1=NC2=C(N1CC)C=C(C=C2)F (2-cyclopropyl-1-ethyl-6-fluorobenzimidazole), C(C)(C)C1=NC2=C(N1CCCCCC)C=C(C(=C2)[N+](=O)[O-])C(F)(F)F (2-isopropyl-1-hexyl-5-nitro-6-trifluoromethylbenzimidazole), 2-isopropyl-1-hexyl-4,6-ditrifluoromethylbenzimidazole, C1(CCC1)C1=NC2=C(N1C)C=C(C(=C2)[N+](=O)[O-])C(F)F (2-cyclobutyl-1-methyl-5-nitro-6-difluoromethylbenzimidazole), C(C(C)C)C1=NC2=C(N1C)C=C(C(=C2)[N+](=O)[O-])Br (2-isobutyl-1-methyl-5-nitro-6-bromobenzimidazole), C1(CC1)C1=NC2=C(N1CC)C=C(C(=C2)[N+](=O)[O-])C(C(F)(F)F)(F)F (2-cyclopropyl-1-ethyl-5-nitro-6-pentafluoroethylbenzimidazole), C(CC(C)C)(=O)C1=NC2=C(N1CCCC)C=C(C(=C2)[N+](=O)[O-])C(F)(F)F (2-isovaleryl-1-butyl-5-nitro-6-trifluoromethylbenzimidazole), C(CC(C)C)(=O)C1=NC2=C(N1CCCC)C=C(C=C2)C(F)(F)F (2-isovaleryl-1-butyl-6-trifluoromethylbenzimidazole), C1(CCC1)C1=NC2=C(N1C)C=C(C=C2)C(F)F (2-cyclobutyl-1-methyl-6-difluoromethylbenzimidazole), C(C(C)C)C1=NC2=C(N1C)C=C(C=C2)Br (2-isobutyl-1-methyl-6-bromobenzimidazole). The product is C(C)(C)C1=NC2=C(N1C)C=C(C(=C2)[N+](=O)[O-])C(F)(F)F (2-Isopropyl-1-methyl-5-nitro-6-trifluoromethylbenzimidazole). As a reaction SMILES: [CH:1]([C:4]1[N:8]([CH3:9])[C:7]2[CH:10]=[C:11]([C:14]([F:17])([F:16])[F:15])[CH:12]=[CH:13][C:6]=2[N:5]=1)([CH3:3])[CH3:2].C(C1N(CCCC)C2C=C(C(F)(F)F)C=CC=2N=1)(=O)CC(C)C.C1(C2N(C)C3C=C(C(F)F)C=CC=3N=2)CCC1.C1(C2N(CC)C3C=C(F)C=CC=3N=2)CC1.C(C1N(C)C2C=C(Br)C=CC=2N=1)C(C)C.C(C1N(CCCC)C2C=C(C(F)(F)F)C([N+:107]([O-:109])=[O:108])=CC=2N=1)(=O)CC(C)C.C1(C2N(C)C3C=C(C(F)F)C([N+]([O-])=O)=CC=3N=2)CCC1.C1(C2N(CC)C3C=C(C(F)(F)C(F)(F)F)C([N+]([O-])=O)=CC=3N=2)CC1.C(C1N(CCCCCC)C2C=C(C(F)(F)F)C([N+]([O-])=O)=CC=2N=1)(C)C.C(C1N(C)C2C=C(Br)C([N+]([O-])=O)=CC=2N=1)C(C)C>>[CH:1]([C:4]1[N:8]([CH3:9])[C:7]2[CH:10]=[C:11]([C:14]([F:16])([F:17])[F:15])[C:12]([N+:107]([O-:109])=[O:108])=[CH:13][C:6]=2[N:5]=1)([CH3:3])[CH3:2]. Reported procedure: In a similar manner by substituting for the 2-isopropyl-1-methyl-6-trifluoromethylbenzimidazole reactant of this example an equivalent quantity of: 2-isovaleryl-1-butyl-6-trifluoromethylbenzimidazole, 2-cyclobutyl-1-methyl-6-difluoromethylbenzimidazole, 2-cyclopropyl-1-ethyl-6-pentafluorothylbenzimidazole, 2-isopropyl-1-hexyl-4,6-ditrifluoromethylbenzimidazole, 2-cyclopropyl-1-ethyl-6-fluorobenzimidazole, 2-isobutyl-1-methyl-6-bromobenzimidazole, there is produced: 2-isovaleryl-1-butyl-5-nitro-6... The product is Oc1nc(-c2ccc(F)cc2)c(CCN2CCC(=Cc3cccc(F)c3)CC2)s1. Starting materials: CO, CCN(C(C)C)C(C)C, Cl, Fc1cccc(C=C2CCNCC2)c1, Oc1nc(-c2ccc(F)cc2)c(CCCl)s1. As a reaction SMILES: [CH3:41][OH:42].[CH:32]([N:33]([CH2:34][CH3:35])[CH:36]([CH3:37])[CH3:38])([CH3:39])[CH3:40].[ClH:17].[F:18][c:19]1[cH:20][c:21]([CH:22]=[C:23]2[CH2:24][CH2:25][NH:26][CH2:27][CH2:28]2)[cH:29][cH:30][cH:31]1.[OH:1][c:2]1[s:3][c:4]([CH2:14][CH2:15][Cl:16])[c:5](-[c:7]2[cH:8][cH:9][c:10]([F:13])[cH:11][cH:12]2)[n:6]1>>[OH:1][c:2]1[s:3][c:4]([CH2:14][CH2:15][N:26]2[CH2:25][CH2:24][C:23](=[CH:22][c:21]3[cH:20][c:19]([F:18])[cH:31][cH:30][cH:29]3)[CH2:28][CH2:27]2)[c:5](-[c:7]2[cH:8][cH:9][c:10]([F:13])[cH:11][cH:12]2)[n:6]1. Reactants: CN1CC[C@]23C4=C5C=CC(=C4O[C@H]2C(=O)CC[C@]3([C@H]1C5)O)OC.Cl (Oxycodone hydrochloride), C([C@@H](O)[C@@H](O)[C@H](O)[C@H](O)CO)O (Mannitol), PoloXamer 407. Yields the product CN1CC[C@]23C4=C5C=CC(=C4O[C@H]2C(=O)CC[C@]3([C@H]1C5)O)OC (Oxycodone). As a reaction SMILES: [CH3:1][N:2]1[C@@H:19]2[CH2:20][C:7]3[CH:8]=[CH:9][C:10]([O:22][CH3:23])=[C:11]4[O:12][C@H:13]5[C:14]([CH2:16][CH2:17][C@:18]2([OH:21])[C@:5]5([C:6]=34)[CH2:4][CH2:3]1)=[O:15].Cl.C(O)[C@H]([C@H]([C@@H]([C@@H](CO)O)O)O)O>>[CH3:1][N:2]1[C@@H:19]2[CH2:20][C:7]3[CH:8]=[CH:9][C:10]([O:22][CH3:23])=[C:11]4[O:12][C@H:13]5[C:14]([CH2:16][CH2:17][C@:18]2([OH:21])[C@:5]5([C:6]=34)[CH2:4][CH2:3]1)=[O:15] |f:0.1|. Procedure: The active plug comprised: Oxycodone hydrochloride, PEO 200 000, Mannitol, PoloXamer 407, which were mixed. Afterwards the powder mixture fed to the injection moulding machine. Reactants: OC=1C=C(C=C(C1)C1=CC=C(C=C1)C)C(=O)OC (methyl 5-hydroxy-4′-methylbiphenyl-3-carboxylate), [H-].[Na+] (sodium hydride), CS(=O)C (dimethyl sulfoxide), ClC1=NC=CC=N1 (2-chloropyrimidine). Run in O1CCCC1 (tetrahydrofuran). The product is CC1=CC=C(C=C1)C1=CC(=CC(=C1)OC1=NC=CC=N1)C(=O)OC (Methyl 4′-methyl-5-(pyrimidin-2-yloxy)biphenyl-3-carboxylate). RXN SMILES: [OH:1][C:2]1[CH:3]=[C:4]([C:15]([O:17][CH3:18])=[O:16])[CH:5]=[C:6]([C:8]2[CH:13]=[CH:12][C:11]([CH3:14])=[CH:10][CH:9]=2)[CH:7]=1.[H-].[Na+].CS(C)=O.Cl[C:26]1[N:31]=[CH:30][CH:29]=[CH:28][N:27]=1>O1CCCC1>[CH3:14][C:11]1[CH:10]=[CH:9][C:8]([C:6]2[CH:7]=[C:2]([O:1][C:26]3[N:31]=[CH:30][CH:29]=[CH:28][N:27]=3)[CH:3]=[C:4]([C:15]([O:17][CH3:18])=[O:16])[CH:5]=2)=[CH:13][CH:12]=1 |f:1.2|. Reported procedure: To a stirred solution of methyl 5-hydroxy-4′-methylbiphenyl-3-carboxylate (300 mg, 1.24 mmol) in tetrahydrofuran (20 mL) at 0° C. was added sodium hydride (60% in mineral oil, 55 mg, 1.37 mmol) over a period of 10 minutes. The reaction mixture was concentrated to afford a green solid. A microwave vial was charged with the resulting green solid, dimethyl sulfoxide (8 mL), and 2-chloropyrimidine (118 mg, 0.98 mmol). The mixture was subjected to microwave irradiation at 100° C. for 4 minutes. After... Reactants: Cl, CCOc1nc(N)c2nc(OC)n(Cc3ccccc3)c2n1, N. Yields the product CCOc1nc(N)c2nc(O)n(Cc3ccccc3)c2n1. As a reaction SMILES: [ClH:24].[NH2:1][c:2]1[c:3]2[n:4][c:5]([O:21][CH3:22])[n:6]([CH2:14][c:15]3[cH:16][cH:17][cH:18][cH:19][cH:20]3)[c:7]2[n:8][c:9]([O:11][CH2:12][CH3:13])[n:10]1.[NH3:23]>>[NH2:1][c:2]1[c:3]2[n:4][c:5]([OH:21])[n:6]([CH2:14][c:15]3[cH:16][cH:17][cH:18][cH:19][cH:20]3)[c:7]2[n:8][c:9]([O:11][CH2:12][CH3:13])[n:10]1. Starting materials: COC(=O)Cc1ccc(-c2noc(C)c2C(=O)OC(C)(C)C)c(Cl)c1, O=C(O)C(F)(F)F. Yields the product COC(=O)Cc1ccc(-c2noc(C)c2C(=O)O)c(Cl)c1. As a reaction SMILES: [C:1]([CH3:2])([CH3:3])([CH3:4])[O:5][C:6](=[O:7])[c:8]1[c:9](-[c:14]2[c:15]([Cl:25])[cH:16][c:17]([CH2:20][C:21](=[O:22])[O:23][CH3:24])[cH:18][cH:19]2)[n:10][o:11][c:12]1[CH3:13].[OH:26][C:27]([C:28]([F:29])([F:30])[F:31])=[O:32]>>[O:5]=[C:6]([OH:7])[c:8]1[c:9](-[c:14]2[c:15]([Cl:25])[cH:16][c:17]([CH2:20][C:21](=[O:22])[O:23][CH3:24])[cH:18][cH:19]2)[n:10][o:11][c:12]1[CH3:13].